The task is: describe an organic reaction: reactants, conditions, products, and yield. This data is from the Open Reaction Database (ORD), a public repository of structured organic reaction records. Starting materials: CCNc1nc(C)c(-c2ccnc(Nc3cccc(CNC(C)=O)c3)n2)s1, CC#N. Yields the product CCNc1nc(C)c(-c2ccnc(Nc3cccc(CN)c3)n2)s1. RXN SMILES: [CH2:1]([CH3:2])[NH:3][c:4]1[s:5][c:6](-[c:10]2[n:11][c:12]([NH:16][c:17]3[cH:18][c:19]([CH2:20][NH:21][C:22](=[O:23])[CH3:24])[cH:25][cH:26][cH:27]3)[n:13][cH:14][cH:15]2)[c:7]([CH3:9])[n:8]1.[CH3:28][C:29]#[N:30]>>[CH2:1]([CH3:2])[NH:3][c:4]1[s:5][c:6](-[c:10]2[n:11][c:12]([NH:16][c:17]3[cH:18][c:19]([CH2:20][NH2:21])[cH:25][cH:26][cH:27]3)[n:13][cH:14][cH:15]2)[c:7]([CH3:9])[n:8]1.